From a dataset of the Open Reaction Database (ORD), a public repository of structured organic reaction records. describe an organic reaction: reactants, conditions, products, and yield Starting materials: C(C1=CC=NC=C1)(=O)OC (methyl isonicotinate), ICCCC (1-iodobutane), Cl (hydrochloric acid), solution, potassium ferricyanide(III), solution, [OH-].[Na+] (sodium hydroxide). Solvent: CC(=O)C (acetone), C1(=CC=CC=C1)C (toluene), C(C)#N (Acetonitrile), O (water). Reaction conditions: time 3 hour. The product is C(CCC)N1C(C=C(C=C1)C(=O)O)=O (1-butyl-2-oxo-1,2-dihydropyridine-4-carboxylic acid). As a reaction SMILES: [C:1]([O:9]C)(=[O:8])[C:2]1[CH:7]=[CH:6][N:5]=[CH:4][CH:3]=1.I[CH2:12][CH2:13][CH2:14][CH3:15].[OH-:16].[Na+].Cl>CC(C)=O.O.C(#N)C.C1(C)C=CC=CC=1>[CH2:12]([N:5]1[CH:4]=[CH:3][C:2]([C:1]([OH:9])=[O:8])=[CH:7][C:6]1=[O:16])[CH2:13][CH2:14][CH3:15] |f:2.3|. Reported procedure: To a solution of methyl isonicotinate (540 mg, 3.94 mmol) in dry acetone (5 mL) was added 1-iodobutane (1.35 mL, 11.8 mmol) followed by toluene (1 mL). The reaction mixture was stirred at ambient temperature for 3 h and then heated to 50° C. over night. Acetonitrile (5 ml) was added and the temperature was raised to 80° C. for 5 h. The reaction mixture was allowed to cool to ambient temperature and was stirred over the week end. The solvent was removed in vacuo and the crude was purified by colu... Starting materials: NCC1=NC=CC=C1 (2-(aminomethyl)pyridine), CC(C)(C)C=1C=C(C=C(C1)C(C)(C)C)S[C@H]1[C@@H](CCCC1)SCC(=O)N(CCC1=NC=CC=C1)C (trans-2-[[2-[[3,5-bis(1,1-dimethylethyl)phenyl]thio]cyclohexyl]thio]-N-methyl-N-(2-pyridinylethyl)acetamide). Yields the product CC(C)(C)C=1C=C(C=C(C1)C(C)(C)C)S[C@H]1[C@@H](CCCC1)SCC(=O)NCC1=NC=CC=C1 (trans-2-[[2-[[3,5-bis(1,1-dimethylethyl)phenyl]thio]cyclohexyl]thio]-N-(2-pyridinylmethyl)-acetamide). RXN SMILES: [NH2:1][CH2:2][C:3]1[CH:8]=[CH:7][CH:6]=[CH:5][N:4]=1.[CH3:9][C:10]([C:13]1[CH:14]=[C:15]([S:23][C@@H:24]2[CH2:29][CH2:28][CH2:27][CH2:26][C@H:25]2[S:30][CH2:31][C:32](N(C)CCC2C=CC=CN=2)=[O:33])[CH:16]=[C:17]([C:19]([CH3:22])([CH3:21])[CH3:20])[CH:18]=1)([CH3:12])[CH3:11]>>[CH3:22][C:19]([C:17]1[CH:16]=[C:15]([S:23][C@@H:24]2[CH2:29][CH2:28][CH2:27][CH2:26][C@H:25]2[S:30][CH2:31][C:32]([NH:1][CH2:2][C:3]2[CH:8]=[CH:7][CH:6]=[CH:5][N:4]=2)=[O:33])[CH:14]=[C:13]([C:10]([CH3:9])([CH3:11])[CH3:12])[CH:18]=1)([CH3:20])[CH3:21]. Procedure details: Substituting 2-(aminomethyl)pyridine for the 2-(2-methylaminoethyl)pyridine of Example 16, and following the procedure described therein, gives trans-2-[[2-[[3,5-bis(1,1-dimethylethyl)phenyl]thio]cyclohexyl]thio]-N-(2-pyridinylmethyl)-acetamide. Reactants: COC(=O)c1ccc(C)c([N+](=O)[O-])c1, CN(C)C=O. The product is COC(=O)c1ccc(C=CN(C)C)c([N+](=O)[O-])c1. Reaction SMILES: [CH3:1][c:2]1[c:3]([N+:12](=[O:13])[O-:14])[cH:4][c:5]([C:6](=[O:7])[O:8][CH3:9])[cH:10][cH:11]1.[O:15]=[CH:16][N:17]([CH3:18])[CH3:19]>>[CH:1]([c:2]1[c:3]([N+:12](=[O:13])[O-:14])[cH:4][c:5]([C:6](=[O:7])[O:8][CH3:9])[cH:10][cH:11]1)=[CH:16][N:17]([CH3:18])[CH3:19]. The reactants are CN(CCNC(N(CCOC1=CC=C(C=C1)N)C(C)C)=O)C (N'-[2-(Dimethylamino)ethyl]-N-(1-methylethyl)-N-[2-(4-aminophenoxy)ethyl]urea), CN(CCNC(N(CCOC1=CC=C(C=C1)N)C(C)C)=O)C (N'-[2-(dimethylamino)ethyl]-N-(1-methylethyl)-N-[2-(4-aminophenoxy)ethyl]urea), C(C1=CC=CC=C1)(=O)Cl (benzoyl chloride). The solvent is C(C)N(CC)CC (triethylamine). Product: C(C1=CC=CC=C1)(=O)NC1=CC=C(OCCN(C(=O)NCCN(C)C)C(C)C)C=C1 (N-[2-(4-Benzoylaminophenoxy)ethyl]-N'-[2-(dimethylamino)ethyl]-N-(1-methylethyl)urea). RXN SMILES: [CH3:1][N:2]([CH3:22])[CH2:3][CH2:4][NH:5][C:6](=[O:21])[N:7]([CH:18]([CH3:20])[CH3:19])[CH2:8][CH2:9][O:10][C:11]1[CH:16]=[CH:15][C:14]([NH2:17])=[CH:13][CH:12]=1.[C:23](Cl)(=[O:30])[C:24]1[CH:29]=[CH:28][CH:27]=[CH:26][CH:25]=1>C(N(CC)CC)C>[C:23]([NH:17][C:14]1[CH:13]=[CH:12][C:11]([O:10][CH2:9][CH2:8][N:7]([CH:18]([CH3:19])[CH3:20])[C:6]([NH:5][CH2:4][CH2:3][N:2]([CH3:1])[CH3:22])=[O:21])=[CH:16][CH:15]=1)(=[O:30])[C:24]1[CH:29]=[CH:28][CH:27]=[CH:26][CH:25]=1. Reported procedure: The title compound is prepared by reacting the compound of Example 64: N'-[2-(dimethylamino)ethyl]-N-(1-methylethyl)-N-[2-(4-aminophenoxy)ethyl]urea with benzoyl chloride in triethylamine. The reactants are [Cl-].[Al+3].[Cl-].[Cl-] (aluminum chloride), ice water, Cl (hydrochloric acid), ClC1=C(C2=C(CC(O2)C(=O)O)C=C1)Cl (6,7-dichloro-2,3-dihydrobenzofuran-2-carboxylic acid), [N+](=O)([O-])C1=CC=C(C(=O)Cl)C=C1 (4-nitrobenzoyl chloride). Run at temperature 90 celsius. The product is ClC1=C(C2=C(CC(O2)C(=O)O)C=C1C(C1=CC=C(C=C1)[N+](=O)[O-])=O)Cl ((±) 6,7-Dichloro-2,3-dihydro-5-(4-nitrobenzoyl)-2-benzofurancarboxylic acid). RXN SMILES: [Cl-].[Al+3].[Cl-].[Cl-].[Cl:5][C:6]1[CH:17]=[CH:16][C:9]2[CH2:10][CH:11]([C:13]([OH:15])=[O:14])[O:12][C:8]=2[C:7]=1[Cl:18].[N+:19]([C:22]1[CH:30]=[CH:29][C:25]([C:26](Cl)=[O:27])=[CH:24][CH:23]=1)([O-:21])=[O:20].Cl>>[Cl:5][C:6]1[C:17]([C:26](=[O:27])[C:25]2[CH:24]=[CH:23][C:22]([N+:19]([O-:21])=[O:20])=[CH:30][CH:29]=2)=[CH:16][C:9]2[CH2:10][CH:11]([C:13]([OH:15])=[O:14])[O:12][C:8]=2[C:7]=1[Cl:18] |f:0.1.2.3|. Procedure details: Anhydrous aluminum chloride (5.97 g., 0.0448 mole) was added in small portions to a stirred mixture of 2.6 g. (0.0112 mole) of 6,7-dichloro-2,3-dihydrobenzofuran-2-carboxylic acid and 6.24 g. (0.0336 mole) of 4-nitrobenzoyl chloride. The mixture was heated at 90° C. for 4 hours and then poured into 170 ml. of ice water and 10 ml. of concentrated hydrochloric acid. The product was extracted into ethyl acetate (200 ml.), washed with water, and then extracted with 5% aqueous sodium bicarbonate (100... Reactants: ClC1=NC(=C2N=CN(C2=N1)C1CCCC1)Cl (2,6-dichloro-9-cyclopentylpurine), C(CCC)C1=CC=C(C=C1)N (4-butylphenylamine). Run in C(C)N(CC)CC (triethylamine). Product: ClC1=NC(=C2N=CN(C2=N1)C1CCCC1)N(C1=CC=CC=C1)C(CCC)C (2-Chloro-6-[(4-pentyl)phenylamino]-9-cyclopentylpurine). RXN SMILES: [Cl:1][C:2]1[N:10]=[C:9]2[C:5]([N:6]=[CH:7][N:8]2[CH:11]2[CH2:15][CH2:14][CH2:13][CH2:12]2)=[C:4](Cl)[N:3]=1.C([C:21]1[CH:26]=[CH:25][C:24]([NH2:27])=[CH:23][CH:22]=1)CCC>C(N(CC)CC)C>[Cl:1][C:2]1[N:10]=[C:9]2[C:5]([N:6]=[CH:7][N:8]2[CH:11]2[CH2:15][CH2:14][CH2:13][CH2:12]2)=[C:4]([N:27]([CH:12]([CH3:13])[CH2:11][CH2:15][CH3:14])[C:24]2[CH:23]=[CH:22][CH:21]=[CH:26][CH:25]=2)[N:3]=1. Procedure: 2-Chloro-6-[(4-pentyl)phenylamino]-9-cyclopentylpurine is prepared from 2,6-dichloro-9-cyclopentylpurine, 4-butylphenylamine, and triethylamine essentially as described above in Example 1, Scheme A, step b. Reactants: C1C=CC2C1C3CC2C=C3 (Dicyclopentadiene), C(=C)OCCCC (butyl vinyl ether). Product: C(CCC)OC1C2C=CC(C1)C2 (5-butoxy-2-norbornene). Reaction SMILES: C1[CH:5]2[CH:6]3[CH:10]=[CH:9][CH:8]([CH:4]2C=C1)[CH2:7]3.C([O:13][CH2:14][CH2:15][CH2:16][CH3:17])=C>>[CH2:14]([O:13][CH:4]1[CH2:5][CH:6]2[CH2:7][CH:8]1[CH:9]=[CH:10]2)[CH2:15][CH2:16][CH3:17]. Procedure details: Dicyclopentadiene was heated with butyl vinyl ether to form the Diels-Alder product of 5-butoxy-2-norbornene. The product was then purified by vacuum distillation. Starting materials: [H-].[Na+] (sodium hydride), [N+](=O)([O-])C1=CC=C(C=C1)C12C(NC(C(C1)C2)=O)=O (1-(4-nitrophenyl)-3-azabicyclo[3.1.1]heptane-2,4-dione), C(C1=CC=CC=C1)Br (benzyl bromide). Solvent: CN(C=O)C (dimethylformamide), CN(C=O)C (dimethylformamide). Run at time 30 minute. Product: C(C1=CC=CC=C1)N1C(C2(CC(C1=O)C2)C2=CC=C(C=C2)[N+](=O)[O-])=O (3-benzyl-1-(4-nitrophenyl)-3-azabicyclo[3.1.1]heptane-2,4-dione). Reaction SMILES: [N+:1]([C:4]1[CH:9]=[CH:8][C:7]([C:10]23[CH2:16][CH:14]([CH2:15]2)[C:13](=[O:17])[NH:12][C:11]3=[O:18])=[CH:6][CH:5]=1)([O-:3])=[O:2].[H-].[Na+].[CH2:21](Br)[C:22]1[CH:27]=[CH:26][CH:25]=[CH:24][CH:23]=1>CN(C)C=O>[CH2:21]([N:12]1[C:13](=[O:17])[CH:14]2[CH2:15][C:10]([C:7]3[CH:6]=[CH:5][C:4]([N+:1]([O-:3])=[O:2])=[CH:9][CH:8]=3)([CH2:16]2)[C:11]1=[O:18])[C:22]1[CH:27]=[CH:26][CH:25]=[CH:24][CH:23]=1 |f:1.2|. Procedure details: 4.92 g of 1-(4-nitrophenyl)-3-azabicyclo[3.1.1]heptane-2,4-dione are dissolved in 70 ml of dimethylformamide and, under a nitrogen atmosphere, 1.2 g of sodium hydride (pract. Fluka) are added. After stirring for 30 minutes at room temperature, the mixture is cooled to 0°, and a solution of 4.5 g of benzyl bromide in 10 ml of dimethylformamide is added dropwise thereto. After the addition is complete, the mixture is stirred at room temperature for 4 hours. The excess sodium hydride is destroyed b... Starting materials: COC(C=CC=CCSC1=CC2=CC=CC=C2C=C1)=O (6-(naphthalen-2-ylsulfanyl)-hexa-2,4-dienoic acid methyl ester), NO (hydroxylamine), [OH-].[K+] (potassium hydroxide), CO (methanol). The solvent is C1CCOC1 (THF). Run at temperature 0 celsius. Product: ONC(C=CC=CCSC1=CC2=CC=CC=C2C=C1)=O (6-(Naphthalen-2-ylsulfanyl)-hexa-2,4-dienoic acid hydroxyamide). Isolated yield 62.0%. As a reaction SMILES: C[O:2][C:3](=O)[CH:4]=[CH:5][CH:6]=[CH:7][CH2:8][S:9][C:10]1[CH:19]=[CH:18][C:17]2[C:12](=[CH:13][CH:14]=[CH:15][CH:16]=2)[CH:11]=1.[NH2:21][OH:22].[OH-].[K+].CO>C1COCC1>[OH:22][NH:21][C:3](=[O:2])[CH:4]=[CH:5][CH:6]=[CH:7][CH2:8][S:9][C:10]1[CH:19]=[CH:18][C:17]2[C:12](=[CH:13][CH:14]=[CH:15][CH:16]=2)[CH:11]=1 |f:2.3|. Reported procedure: To a solution of 6-(naphthalen-2-ylsulfanyl)-hexa-2,4-dienoic acid methyl ester (0.505 g, 1.78 mmol) in distilled THF (10 mL) containing 50% aqueous hydroxylamine (1.08 mL, 16.4 mmol) was added at 0° C. a solution of potassium hydroxide in methanol (1M, 2.5 ml, 2.5 mmol) over a period of 30 minutes. After stirring the mixture at 0° C. for an additional hour, distilled water (10 mL) was added and the mixture was made neutral by dropwise addition of concentrated hydrochloric acid (10 M) at 0° C. T... The reactants are C(#C)C(C1=CC(=C(C=C1)F)OC1=CC=CC=C1)O (α-ethynyl-4-fluoro-3-phenoxybenzyl alcohol), FC1=C(C=C(C(C)O)C=C1)OC1=CC=CC=C1 (4-fluoro-α-methyl-3-phenoxybenzyl alcohol), FC1=CC=C(C=C1)C=CC(C(=O)O)C(C)C (4-(4-fluorophenyl)-2-isopropyl-3-butenoic acid). Product: FC1=CC=C(C=C1)C=CC(C(=O)OC(C1=CC(=C(C=C1)F)OC1=CC=CC=C1)C#C)C(C)C (α-ethynyl-4-fluoro-3-phenoxybenzyl 4-(4-fluorophenyl)-2-isopropyl-3-butenoate), FC1=CC=C(C=C1)C=CC(C(=O)OC(C1=CC(=C(C=C1)F)OC1=CC=CC=C1)C)C(C)C (4-fluoro-α-methyl-3-phenoxybenzyl 4-(4-fluorophenyl)-2-isopropyl-3-butenoate). As a reaction SMILES: [C:1]([CH:3]([OH:18])[C:4]1[CH:9]=[CH:8][C:7]([F:10])=[C:6]([O:11][C:12]2[CH:17]=[CH:16][CH:15]=[CH:14][CH:13]=2)[CH:5]=1)#[CH:2].[F:19][C:20]1[CH:28]=[CH:27][C:23]([CH:24]([OH:26])[CH3:25])=[CH:22][C:21]=1[O:29][C:30]1[CH:35]=[CH:34][CH:33]=[CH:32][CH:31]=1.[F:36][C:37]1[CH:42]=[CH:41][C:40]([CH:43]=[CH:44][CH:45]([CH:49]([CH3:51])[CH3:50])[C:46](O)=[O:47])=[CH:39][CH:38]=1>>[F:36][C:37]1[CH:38]=[CH:39][C:40]([CH:43]=[CH:44][CH:45]([CH:49]([CH3:51])[CH3:50])[C:46]([O:18][CH:3]([C:1]#[CH:2])[C:4]2[CH:9]=[CH:8][C:7]([F:10])=[C:6]([O:11][C:12]3[CH:13]=[CH:14][CH:15]=[CH:16][CH:17]=3)[CH:5]=2)=[O:47])=[CH:41][CH:42]=1.[F:36][C:37]1[CH:38]=[CH:39][C:40]([CH:43]=[CH:44][CH:45]([CH:49]([CH3:51])[CH3:50])[C:46]([O:26][CH:24]([CH3:25])[C:23]2[CH:27]=[CH:28][C:20]([F:19])=[C:21]([O:29][C:30]3[CH:35]=[CH:34][CH:33]=[CH:32][CH:31]=3)[CH:22]=2)=[O:47])=[CH:41][CH:42]=1. Procedure: Each of α-ethynyl-4-fluoro-3-phenoxybenzyl alcohol and 4-fluoro-α-methyl-3-phenoxybenzyl alcohol is reacted with 4-(4-fluorophenyl)-2-isopropyl-3-butenoic acid to yield α-ethynyl-4-fluoro-3-phenoxybenzyl 4-(4-fluorophenyl)-2-isopropyl-3-butenoate and 4-fluoro-α-methyl-3-phenoxybenzyl 4-(4-fluorophenyl)-2-isopropyl-3-butenoate.